This data is from the Open Reaction Database (ORD), a public repository of structured organic reaction records. The task is: describe an organic reaction: reactants, conditions, products, and yield Reactants: C[SiH](C)OCc1c(C(C)(C)C)ccn(C2c3cc(C#N)ccc3OC(C)(C)C2O)c1=O, C[SiH](C)OCc1c(C(C)(C)C)ccn(C2c3cc(C(F)(F)F)ccc3OC(C)(C)C2O)c1=O. Yields the product C[SiH](C)OCc1c(C(C)(C)C)ccn(C2=CC(C)(C)Oc3ccc(C(F)(F)F)cc32)c1=O. RXN SMILES: [OH:1][CH:2]1[C:3]([CH3:4])([CH3:5])[O:6][c:7]2[cH:8][cH:9][c:10]([C:11]#[N:12])[cH:13][c:14]2[CH:15]1[n:16]1[cH:17][cH:18][c:19]([C:20]([CH3:21])([CH3:22])[CH3:23])[c:24]([CH2:25][O:26][SiH:27]([CH3:28])[CH3:29])[c:30]1=[O:31].[OH:32][CH:33]1[CH:34]([n:49]2[c:50](=[O:64])[c:51]([CH2:59][O:60][SiH:61]([CH3:62])[CH3:63])[c:52]([C:55]([CH3:56])([CH3:57])[CH3:58])[cH:53][cH:54]2)[c:35]2[c:36]([cH:41][cH:42][c:43]([C:45]([F:46])([F:47])[F:48])[cH:44]2)[O:37][C:38]1([CH3:39])[CH3:40]>>[CH:33]1=[C:34]([n:49]2[c:50](=[O:64])[c:51]([CH2:59][O:60][SiH:61]([CH3:62])[CH3:63])[c:52]([C:55]([CH3:56])([CH3:57])[CH3:58])[cH:53][cH:54]2)[c:35]2[c:36]([cH:41][cH:42][c:43]([C:45]([F:46])([F:47])[F:48])[cH:44]2)[O:37][C:38]1([CH3:39])[CH3:40]. The reactants are COC(=O)c1cccc(Br)c1, CC(=O)[O-], O=C([O-])[O-], CC(=O)[O-], C1COCCO1, CN(C)C=O, CCOC(C)=O, [Cs+], [Cs+], O=C(NC1CCNCC1)OCc1ccccc1, [Pd+2], c1ccc(P(c2ccccc2)c2ccc3ccccc3c2-c2c(P(c3ccccc3)c3ccccc3)ccc3ccccc23)cc1. Product: COC(=O)c1cccc(N2CCC(NC(=O)OCc3ccccc3)CC2)c1. Reaction SMILES: [Br:1][c:2]1[cH:3][c:4]([C:5](=[O:6])[O:7][CH3:8])[cH:9][cH:10][cH:11]1.[C:103]([O-:104])(=[O:105])[CH3:106].[C:58](=[O:59])([O-:60])[O-:61].[C:98]([O-:99])(=[O:100])[CH3:101].[CH2:81]1[O:82][CH2:83][CH2:84][O:85][CH2:86]1.[CH3:87][N:88]([CH3:89])[CH:90]=[O:91].[CH3:92][CH2:93][O:94][C:95](=[O:96])[CH3:97].[Cs+:62].[Cs+:63].[NH:64]1[CH2:65][CH2:66][CH:67]([NH:70][C:71]([O:72][CH2:73][c:74]2[cH:75][cH:76][cH:77][cH:78][cH:79]2)=[O:80])[CH2:68][CH2:69]1.[Pd+2:102].[cH:12]1[cH:13][cH:14][c:15]([P:16]([c:17]2[cH:18][cH:19][c:20]3[c:21]([cH:22][cH:23][cH:24][cH:25]3)[c:26]2-[c:27]2[c:28]3[c:29]([cH:30][cH:31][cH:32][cH:33]3)[cH:34][cH:35][c:36]2[P:37]([c:38]2[cH:39][cH:40][cH:41][cH:42][cH:43]2)[c:44]2[cH:45][cH:46][cH:47][cH:48][cH:49]2)[c:50]2[cH:51][cH:52][cH:53][cH:54][cH:55]2)[cH:56][cH:57]1>>[c:2]1([N:64]2[CH2:65][CH2:66][CH:67]([NH:70][C:71]([O:72][CH2:73][c:74]3[cH:75][cH:76][cH:77][cH:78][cH:79]3)=[O:80])[CH2:68][CH2:69]2)[cH:3][c:4]([C:5](=[O:6])[O:7][CH3:8])[cH:9][cH:10][cH:11]1. Starting materials: CN, CN1CCCC1=O, O=C(Nc1nc2ccc(OS(=O)(=O)c3ccc(F)cc3)cc2s1)C1CC1. Product: CNc1ccc(S(=O)(=O)Oc2ccc3nc(NC(=O)C4CC4)sc3c2)cc1. RXN SMILES: [CH3:27][NH2:28].[CH3:29][N:30]1[CH2:31][CH2:32][CH2:33][C:34]1=[O:35].[CH:1]1([C:4](=[O:5])[NH:6][c:7]2[s:8][c:9]3[c:10]([n:11]2)[cH:12][cH:13][c:14]([O:16][S:17](=[O:18])(=[O:19])[c:20]2[cH:21][cH:22][c:23]([F:26])[cH:24][cH:25]2)[cH:15]3)[CH2:2][CH2:3]1>>[CH:1]1([C:4](=[O:5])[NH:6][c:7]2[s:8][c:9]3[c:10]([n:11]2)[cH:12][cH:13][c:14]([O:16][S:17](=[O:18])(=[O:19])[c:20]2[cH:21][cH:22][c:23]([NH:28][CH3:27])[cH:24][cH:25]2)[cH:15]3)[CH2:2][CH2:3]1. Reactants: [C-]#N.[Na+] (sodium cyanide), C1(=CC=C(C=C1)CCl)CCl (p-xylylene chloride), CN(C=O)C (dimethyl formamide), C1(=CC=C(C=C1)CCl)CCl (p-xylylene chloride). The solvent is O (water). Run at time 2 hour. The product is C1(=CC=C(C=C1)CC#N)CC#N (para-phenylene diacetonitrile). Isolated yield 85.0%. Reaction SMILES: [C-:1]#[N:2].[Na+].[C:4]1([CH2:12]Cl)[CH:9]=[CH:8][C:7]([CH2:10]Cl)=[CH:6][CH:5]=1.C[N:15]([CH3:18])C=O>O>[C:4]1([CH2:12][C:18]#[N:15])[CH:9]=[CH:8][C:7]([CH2:10][C:1]#[N:2])=[CH:6][CH:5]=1 |f:0.1|. Reported procedure: A solution of 130 grams (2.65 moles) sodium cyanide in 200 ml of water was placed in a four-necked flask, equipped with a thermowell, mechanical stirrer, electrically heated addition funnel and a condenser. A solution of 200 grams (1.15 mole) of p-xylylene chloride in 200 ml of dimethyl formamide was added dropwise with constant stirring and such a rate as to maintain the reaction temperature at 60°-65°C. The p-xylylene chloride solution was maintained at about 60°C. to prevent solid precipitati... Reactants: C1=C(C=CC2=CC=CC=C12)[C@H](C)N1CCC(CC1)N ((S)-1-(1-naphthalen-2-yl-ethyl)-piperidin-4-ylamine), C(C)(C)N(CC)C(C)C (diisopropylethylamine), ClC=1C=C2C(=CC(OC2=CC1)=O)OS(=O)(=O)C(F)(F)F (trifluoromethanesulfonic acid 6-chloro-2-oxo-2H-chromen-4-yl ester). The solvent is C1CCOC1 (THF). Run at time 3 hour. Product: ClC=1C=C2C(=CC(OC2=CC1)=O)NC1CCN(CC1)[C@@H](C)C1=CC2=CC=CC=C2C=C1 ((S)-6-Chloro-4-[1-(1-naphthalen-2-yl-ethyl)-piperdin-4-ylamino]-chromen-2-one). The yield is 24.8%. Reaction SMILES: [CH:1]1[C:10]2[C:5](=[CH:6][CH:7]=[CH:8][CH:9]=2)[CH:4]=[CH:3][C:2]=1[C@@H:11]([N:13]1[CH2:18][CH2:17][CH:16]([NH2:19])[CH2:15][CH2:14]1)[CH3:12].C(N(C(C)C)CC)(C)C.[Cl:29][C:30]1[CH:31]=[C:32]2[C:37](=[CH:38][CH:39]=1)[O:36][C:35](=[O:40])[CH:34]=[C:33]2OS(C(F)(F)F)(=O)=O>C1COCC1>[Cl:29][C:30]1[CH:31]=[C:32]2[C:37](=[CH:38][CH:39]=1)[O:36][C:35](=[O:40])[CH:34]=[C:33]2[NH:19][CH:16]1[CH2:17][CH2:18][N:13]([C@H:11]([C:2]2[CH:3]=[CH:4][C:5]3[C:10](=[CH:9][CH:8]=[CH:7][CH:6]=3)[CH:1]=2)[CH3:12])[CH2:14][CH2:15]1. Procedure details: To a mixture of (S)-1-(1-naphthalen-2-yl-ethyl)-piperidin-4-ylamine (0.24 g, 0.94 mmol) and diisopropylethylamine (0.34 mL, 2 mmol) in 5 mL THF was added trifluoromethanesulfonic acid 6-chloro-2-oxo-2H-chromen-4-yl ester (0.30 g, 0.93 mmol). The reaction was stirred at room temperature for about 3 hours. The reaction mixture was then washed with water, dried with MgSO4 and evaporated. The residue was purified by chromatography on silica gel with methanol/dichloromethane (2:98) to give the title ... Reactants: CCCCC(=O)Cl, Cc1ncc[nH]1, CC(C)C(NCc1ccc(I)cc1)C(=O)O. The product is CCCCC(=O)N(Cc1ccc(I)cc1)C(C(=O)O)C(C)C. Reaction SMILES: [C:17]([CH2:18][CH2:19][CH2:20][CH3:21])(=[O:22])[Cl:23].[CH3:24][c:25]1[nH:26][cH:27][cH:28][n:29]1.[I:1][c:2]1[cH:3][cH:4][c:5]([CH2:6][NH:7][CH:8]([CH:9]([CH3:10])[CH3:11])[C:12](=[O:13])[OH:14])[cH:15][cH:16]1>>[I:1][c:2]1[cH:3][cH:4][c:5]([CH2:6][N:7]([CH:8]([CH:9]([CH3:10])[CH3:11])[C:12](=[O:13])[OH:14])[C:17]([CH2:18][CH2:19][CH2:20][CH3:21])=[O:22])[cH:15][cH:16]1.